This data is from the Open Reaction Database (ORD), a public repository of structured organic reaction records. The task is: describe an organic reaction: reactants, conditions, products, and yield The reactants are [BH3-]C#N, CC(C)=O, CO, [Cl-], Cl, [Li+], N#Cc1c(OCc2ccccc2)ccc2c1CCC(N)C2O, [Na+], C1COCCO1. Product: CC(C)NC1CCc2c(ccc(OCc3ccccc3)c2C#N)C1O. Reaction SMILES: [C:34]([BH3-:35])#[N:36].[CH3:1][C:2]([CH3:3])=[O:4].[CH3:40][OH:41].[Cl-:39].[ClH:5].[Li+:37].[NH2:6][CH:7]1[CH:8]([OH:27])[c:9]2[cH:10][cH:11][c:12]([O:19][CH2:20][c:21]3[cH:22][cH:23][cH:24][cH:25][cH:26]3)[c:13]([C:17]#[N:18])[c:14]2[CH2:15][CH2:16]1.[Na+:38].[O:28]1[CH2:29][CH2:30][O:31][CH2:32][CH2:33]1>>[CH3:1][CH:2]([CH3:3])[NH:6][CH:7]1[CH:8]([OH:27])[c:9]2[cH:10][cH:11][c:12]([O:19][CH2:20][c:21]3[cH:22][cH:23][cH:24][cH:25][cH:26]3)[c:13]([C:17]#[N:18])[c:14]2[CH2:15][CH2:16]1. Reactants: BrC=1C=C2C(=NN(C2=C(C1)C)C(C1=CC=CC=C1)(C1=CC=CC=C1)C1=CC=CC=C1)C1=CC(=CC=C1)F (5-bromo-3-(3-fluorophenyl)-7-methyl-1-trityl-1H-indazole), CN(C=O)C (dimethylformamide). Reagents/catalysts: [C-]#N.[Zn+2].[C-]#N (zinc cyanide), C=1C=CC(=CC1)[P](C=2C=CC=CC2)(C=3C=CC=CC3)[Pd]([P](C=4C=CC=CC4)(C=5C=CC=CC5)C=6C=CC=CC6)([P](C=7C=CC=CC7)(C=8C=CC=CC8)C=9C=CC=CC9)[P](C=1C=CC=CC1)(C=1C=CC=CC1)C=1C=CC=CC1 (tetrakis(triphenylphosphine)palladium(0)), C=1C=CC(=CC1)[P](C=2C=CC=CC2)(C=3C=CC=CC3)[Pd]([P](C=4C=CC=CC4)(C=5C=CC=CC5)C=6C=CC=CC6)([P](C=7C=CC=CC7)(C=8C=CC=CC8)C=9C=CC=CC9)[P](C=1C=CC=CC1)(C=1C=CC=CC1)C=1C=CC=CC1 (tetrakis(triphenylphosphine)palladium(0)). Solvent: C(C)(=O)OCC (ethyl acetate). Conditions: temperature 100 celsius, time 1 day. The product is FC=1C=C(C=CC1)C1=NNC2=C(C=C(C=C12)C#N)C (3-(3-Fluorophenyl)-7-methyl-1H-indazole-5-carbonitrile). As a reaction SMILES: Br[C:2]1[CH:3]=[C:4]2[C:8](=[C:9]([CH3:11])[CH:10]=1)[N:7](C(C1C=CC=CC=1)(C1C=CC=CC=1)C1C=CC=CC=1)[N:6]=[C:5]2[C:31]1[CH:36]=[CH:35][CH:34]=[C:33]([F:37])[CH:32]=1.C[N:39]([CH3:42])C=O>C(OCC)(=O)C.[C-]#N.[Zn+2].[C-]#N.C1C=CC([P]([Pd]([P](C2C=CC=CC=2)(C2C=CC=CC=2)C2C=CC=CC=2)([P](C2C=CC=CC=2)(C2C=CC=CC=2)C2C=CC=CC=2)[P](C2C=CC=CC=2)(C2C=CC=CC=2)C2C=CC=CC=2)(C2C=CC=CC=2)C2C=CC=CC=2)=CC=1>[F:37][C:33]1[CH:32]=[C:31]([C:5]2[C:4]3[C:8](=[C:9]([CH3:11])[CH:10]=[C:2]([C:42]#[N:39])[CH:3]=3)[NH:7][N:6]=2)[CH:36]=[CH:35][CH:34]=1 |f:3.4.5,^1:57,59,78,97|. Procedure: To a solution of 1.5 g of 5-bromo-3-(3-fluorophenyl)-7-methyl-1-trityl-1H-indazole in 15 ml dimethylformamide were added 0.64 g of zinc cyanide and 0.32 g of tetrakis(triphenylphosphine)palladium(0) at room temperature, and the mixture was stirred at 100° C. for one day. At the same temperature, 0.32 g of tetrakis(triphenylphosphine)palladium(0) was added and the mixture was stirred at 130° C. for one day. The reaction mixture was diluted with ethyl acetate, and the organic layer was sequentiall... Starting materials: N1=CN=C2N=C(NC2=C1)N (7H-purine-8-amine), C(#N)C1=CC=C(C=C(C(=O)OCC)C(C)=O)C=C1 (ethyl 2-(4-cyanobenzylidene)-3-oxobutanoate), C([O-])(O)=O.[Na+] (sodium bicarbonate). The solvent is CN(C)C=O (DMF). Conditions: temperature 55 celsius, time 12 hour. The product is C(#N)C1=CC=C(C=C1)C1C(=C(NC2=NC=3N=CN=CC3N21)C)C(=O)OCC ((rac)-Ethyl 6-(4-cyanophenyl)-8-methyl-6,9-dihydropyrimido[2,1-f]purine-7-carboxylate). Reaction SMILES: [N:1]1[CH:9]=[C:8]2[C:4]([N:5]=[C:6]([NH2:10])[NH:7]2)=[N:3][CH:2]=1.[C:11]([C:13]1[CH:28]=[CH:27][C:16]([CH:17]=[C:18]([C:24](=O)[CH3:25])[C:19]([O:21][CH2:22][CH3:23])=[O:20])=[CH:15][CH:14]=1)#[N:12].C(=O)(O)[O-].[Na+]>CN(C=O)C>[C:11]([C:13]1[CH:28]=[CH:27][C:16]([CH:17]2[N:7]3[C:6](=[N:5][C:4]4[N:3]=[CH:2][N:1]=[CH:9][C:8]=43)[NH:10][C:24]([CH3:25])=[C:18]2[C:19]([O:21][CH2:22][CH3:23])=[O:20])=[CH:15][CH:14]=1)#[N:12] |f:2.3|. Procedure details: Under an atmosphere of argon, 7H-purine-8-amine (300 mg, 2.2 mmol) and ethyl 2-(4-cyanobenzylidene)-3-oxobutanoate (702 mg, 2.9 mmol, 1.3 eq.) were dissolved in DMF (5 ml), and solid sodium bicarbonate (932 mg, 11.1 mmol, 5 eq.) was added. The mixture was stirred at 55° C. for 12 h. The mixture was then filtered, and the DMF from the filtrate was distilled off under reduced pressure. The residue was purified by preparative HPLC (Gromsil C18 column, 30×250 mm; mobile phase: acetonitrile-water-0.1...